From a dataset of the Open Reaction Database (ORD), a public repository of structured organic reaction records. describe an organic reaction: reactants, conditions, products, and yield Starting materials: CCO, CCOC(=O)CCN(C)C(=O)c1ccc(NC(c2oc3ccc(OCC4CC4)cc3c2C)C(C)C)cn1, [Na+], [OH-]. Product: Cc1c(C(Nc2ccc(C(=O)N(C)CCC(=O)O)nc2)C(C)C)oc2ccc(OCC3CC3)cc12. As a reaction SMILES: [CH3:38][CH2:39][OH:40].[CH:1]1([CH2:4][O:5][c:6]2[cH:7][cH:8][c:9]3[c:10]([c:11]([CH3:36])[c:12]([CH:14]([CH:15]([CH3:16])[CH3:17])[NH:18][c:19]4[cH:20][cH:21][c:22]([C:25](=[O:26])[N:27]([CH2:28][CH2:29][C:30](=[O:31])[O:32][CH2:33][CH3:34])[CH3:35])[n:23][cH:24]4)[o:13]3)[cH:37]2)[CH2:2][CH2:3]1.[Na+:42].[OH-:41]>>[CH:1]1([CH2:4][O:5][c:6]2[cH:7][cH:8][c:9]3[c:10]([c:11]([CH3:36])[c:12]([CH:14]([CH:15]([CH3:16])[CH3:17])[NH:18][c:19]4[cH:20][cH:21][c:22]([C:25](=[O:26])[N:27]([CH2:28][CH2:29][C:30](=[O:31])[OH:32])[CH3:35])[n:23][cH:24]4)[o:13]3)[cH:37]2)[CH2:2][CH2:3]1. The reactants are B, C=CCCCCC(COCCCCCCCCCCCCCCCC)OC, [Na+], C1CCOC1, [OH-], O, OO. Yields the product CCCCCCCCCCCCCCCCOCC(CCCCCCO)OC. Reaction SMILES: [BH3:28].[CH2:1]([CH2:2][CH2:3][CH2:4][CH2:5][CH2:6][CH2:7][CH2:8][CH2:9][CH2:10][CH2:11][CH2:12][CH2:13][CH2:14][CH2:15][CH3:16])[O:17][CH2:18][CH:19]([CH2:20][CH2:21][CH2:22][CH2:23][CH:24]=[CH2:25])[O:26][CH3:27].[Na+:30].[O:33]1[CH2:34][CH2:35][CH2:36][CH2:37]1.[OH-:29].[OH2:38].[OH:31][OH:32]>>[CH2:1]([CH2:2][CH2:3][CH2:4][CH2:5][CH2:6][CH2:7][CH2:8][CH2:9][CH2:10][CH2:11][CH2:12][CH2:13][CH2:14][CH2:15][CH3:16])[O:17][CH2:18][CH:19]([CH2:20][CH2:21][CH2:22][CH2:23][CH2:24][CH2:25][OH:29])[O:26][CH3:27]. Reactants: BrC=1C=NC=2N(C1)N=C(C2)C(=O)O (6-bromo-pyrazolo[1,5-a]pyrimidine-2-carboxylic acid), FC1=CC=C(C=N1)C1=C2CCNC(C2=CC=C1)C (5-(6-Fluoro-pyridin-3-yl)-1-methyl-1,2,3,4-tetrahydro-isoquinoline). The product is BrC=1C=NC=2N(C1)N=C(C2)C(=O)N2C(C1=CC=CC(=C1CC2)C=2C=NC(=CC2)F)C ((6-Bromo-pyrazolo[1,5-a]pyrimidin-2-yl)-[5-(6-fluoro-pyridin-3-yl)-1-methyl-3,4-dihydro-1H-isoquinolin-2-yl]-methanone). As a reaction SMILES: [Br:1][C:2]1[CH:3]=[N:4][C:5]2[N:6]([N:8]=[C:9]([C:11]([OH:13])=O)[CH:10]=2)[CH:7]=1.[F:14][C:15]1[N:20]=[CH:19][C:18]([C:21]2[CH:30]=[CH:29][CH:28]=[C:27]3[C:22]=2[CH2:23][CH2:24][NH:25][CH:26]3[CH3:31])=[CH:17][CH:16]=1>>[Br:1][C:2]1[CH:3]=[N:4][C:5]2[N:6]([N:8]=[C:9]([C:11]([N:25]3[CH2:24][CH2:23][C:22]4[C:27](=[CH:28][CH:29]=[CH:30][C:21]=4[C:18]4[CH:19]=[N:20][C:15]([F:14])=[CH:16][CH:17]=4)[CH:26]3[CH3:31])=[O:13])[CH:10]=2)[CH:7]=1. Procedure details: In close analogy to the procedure described in Example 1, 6-bromo-pyrazolo[1,5-a]pyrimidine-2-carboxylic acid is reacted with 5-(6-Fluoro-pyridin-3-yl)-1-methyl-1,2,3,4-tetrahydro-isoquinoline to provide the title compound in moderate yield. Starting materials: CN1C(=CC=C1)/C=C/C1=CC=C(C(=O)OC)C=C1 (Methyl 4-[(E)-2-(1-methyl-1H-pyrrol-2-yl)ethenyl]benzoate), [OH-].[Li+] (lithium hydroxide). Conditions: temperature 60 celsius. RXN SMILES: [CH3:1][N:2]1[CH:6]=[CH:5][CH:4]=[C:3]1/[CH:7]=[CH:8]/[C:9]1[CH:18]=[CH:17][C:12]([C:13]([O:15]C)=[O:14])=[CH:11][CH:10]=1.[OH-].[Li+:20]>CO>[Li+:20].[CH3:1][N:2]1[CH:6]=[CH:5][CH:4]=[C:3]1/[CH:7]=[CH:8]/[C:9]1[CH:10]=[CH:11][C:12]([C:13]([O-:15])=[O:14])=[CH:17][CH:18]=1 |f:1.2,4.5|. Product: [Li+].CN1C(=CC=C1)/C=C/C1=CC=C(C(=O)[O-])C=C1 (4-[(E)-2-(1-Methyl-1H-pyrrol-2-yl)ethenyl]benzoic acid lithium salt). Solvent: CO (methanol). Procedure: Methyl 4-[(E)-2-(1-methyl-1H-pyrrol-2-yl)ethenyl]benzoate (40 mg, 0.166 mmol; see step (i) above) was suspended in a mixture of methanol (1 mL) and lithium hydroxide solution (16 mg of LiOH in water 2 mL). The reaction mixture was heated at 60° C. overnight with stirring. This solution was freeze-dried and the title compound used in the next step without further purification. Reactants: C(C)(C)(C)C1=CC=C(CC(C(=O)OCC)C(=O)C2=CC=C(C=C2)F)C=C1 (ethyl 2-[4-(tert-butyl)benzyl]-3-(4-fluorophenyl)-3-oxopropionate), [BH4-].[Na+] (sodium borohydride), Cl (hydrochloric acid). The reagents and catalysts are [Cl-].[Zn+2].[Cl-] (zinc chloride). Solvent: CCOCC (ether), CCOCC (ether), C(C)(=O)OCC (ethyl acetate). Reaction conditions: time 2 hour. Product: C(C)(C)(C)C1=CC=C(CC(C(=O)OCC)C(O)C2=CC=C(C=C2)F)C=C1 (ethyl (2RS,3RS)-2-[4-(tert-butyl)benzyl]-3-(4-fluorophenyl)-3-hydroxypropionate). Yield: 92.4%. As a reaction SMILES: [BH4-].[Na+].[C:3]([C:7]1[CH:28]=[CH:27][C:10]([CH2:11][CH:12]([C:18]([C:20]2[CH:25]=[CH:24][C:23]([F:26])=[CH:22][CH:21]=2)=[O:19])[C:13]([O:15][CH2:16][CH3:17])=[O:14])=[CH:9][CH:8]=1)([CH3:6])([CH3:5])[CH3:4].Cl>CCOCC.C(OCC)(=O)C.[Cl-].[Zn+2].[Cl-]>[C:3]([C:7]1[CH:28]=[CH:27][C:10]([CH2:11][CH:12]([CH:18]([C:20]2[CH:21]=[CH:22][C:23]([F:26])=[CH:24][CH:25]=2)[OH:19])[C:13]([O:15][CH2:16][CH3:17])=[O:14])=[CH:9][CH:8]=1)([CH3:4])([CH3:5])[CH3:6] |f:0.1,6.7.8|. Procedure: To a suspension (80 ml) of zinc chloride (6.59 g, 48.3 mol) in ether was added sodium borohydride (3.66 g, 96.6 mol) at room temperature and the mixture was stirred as it as for 2 hrs. A solution of ethyl 2-[4-(tert-butyl)benzyl]-3-(4-fluorophenyl)-3-oxopropionate (8.61 g, 24.15 mmol) in ether (40 ml) was added, and the mixture was stirred at room temperature for 15 min. The reaction was stopped with 1N hydrochloric acid, and the reaction solution was diluted with ethyl acetate, washed with wate... The product is C(C)(C)(C)OC(=O)N1CCC(CC1)(C=1SC=CN1)O (4-Hydroxy-4-thiazol-2-yl-piperidine-1-carboxylic acid tert-butyl ester). RXN SMILES: Br[C:2]1[S:3][CH:4]=[CH:5][N:6]=1.[Li]CCCC.[C:12]([O:16][C:17]([N:19]1[CH2:24][CH2:23][C:22](=[O:25])[CH2:21][CH2:20]1)=[O:18])([CH3:15])([CH3:14])[CH3:13].O>CCOCC>[C:12]([O:16][C:17]([N:19]1[CH2:24][CH2:23][C:22]([OH:25])([C:2]2[S:3][CH:4]=[CH:5][N:6]=2)[CH2:21][CH2:20]1)=[O:18])([CH3:15])([CH3:13])[CH3:14]. Conditions: temperature -78 celsius, time 45 minute. Run in CCOCC (Et2O), CCOCC (Et2O). Yield: 94.1%. Procedure: 2-Bromo-thiazole (0.27 mL, 2.99 mmol) was dissolved in Et2O (8 mL) and cooled down to −78° C. BuLi (1.3 mL, 2.5 M) was added dropwise. The resulting yellow solution was stirred at −78° C. for 45 min. 4-Oxo-piperidine-1-carboxylic acid tert-butyl ester (720 mg, 3.61 mmol) in Et2O (5 mL) was then added dropwise. The reaction temperature rose to rt naturally overnight. H2O (10 mL) was added to quench the reaction and extracted with ethyl acetate. The combined organic layer was dried (MgSO4), filter... Reactants: C(C)(C)(C)OC(=O)N1CCC(CC1)=O (4-Oxo-piperidine-1-carboxylic acid tert-butyl ester), O (H2O), BrC=1SC=CN1 (2-Bromo-thiazole), [Li]CCCC (BuLi). The reactants are CN(C)C=O, Clc1ccc2nncn2n1, [H-], [Na+], OCC1CO1. Yields the product c1cc2nncn2nc1OCC1CO1. RXN SMILES: [CH3:18][N:19]([CH3:20])[CH:21]=[O:22].[Cl:6][c:7]1[cH:8][cH:9][c:10]2[n:11]([n:12]1)[cH:13][n:14][n:15]2.[H-:16].[Na+:17].[O:1]1[CH:2]([CH2:4][OH:5])[CH2:3]1>>[O:1]1[CH:2]([CH2:4][O:5][c:7]2[cH:8][cH:9][c:10]3[n:11]([n:12]2)[cH:13][n:14][n:15]3)[CH2:3]1. The product is CC(CCN=[N+]=[N-])N(c1cc(Cl)ccc1F)S(=O)(=O)c1ccc(Cl)cc1. Reaction SMILES: [CH2:29]1[O:30][CH2:31][CH2:32][CH2:33]1.[Cl:1][c:2]1[cH:3][cH:4][c:5]([S:8](=[O:9])(=[O:10])[N:11]([CH:12]([CH2:13][CH2:14][Br:15])[CH3:16])[c:17]2[c:18]([F:24])[cH:19][cH:20][c:21]([Cl:23])[cH:22]2)[cH:6][cH:7]1.[N-:26]=[N+:27]=[N-:28].[Na+:25].[OH2:34]>>[Cl:1][c:2]1[cH:3][cH:4][c:5]([S:8](=[O:9])(=[O:10])[N:11]([CH:12]([CH2:13][CH2:14][N:26]=[N+:27]=[N-:28])[CH3:16])[c:17]2[c:18]([F:24])[cH:19][cH:20][c:21]([Cl:23])[cH:22]2)[cH:6][cH:7]1. Reactants: C1CCOC1, CC(CCBr)N(c1cc(Cl)ccc1F)S(=O)(=O)c1ccc(Cl)cc1, [N-]=[N+]=[N-], [Na+], O.